This data is from the Open Reaction Database (ORD), a public repository of structured organic reaction records. The task is: describe an organic reaction: reactants, conditions, products, and yield Reactants: O=C([O-])[O-], CN(C)C=O, Cl, [K+], [K+], Nc1nc(N)c2c(Cl)c(-c3cc(Cl)ccc3O)ccc2n1, ClCc1ccccn1. Yields the product Nc1nc(N)c2c(Cl)c(-c3cc(Cl)ccc3OCc3ccccn3)ccc2n1. As a reaction SMILES: [C:31](=[O:32])([O-:33])[O-:34].[CH3:37][N:38]([CH3:39])[CH:40]=[O:41].[ClH:22].[K+:35].[K+:36].[NH2:1][c:2]1[n:3][c:4]2[cH:5][cH:6][c:7](-[c:14]3[c:15]([OH:21])[cH:16][cH:17][c:18]([Cl:20])[cH:19]3)[c:8]([Cl:13])[c:9]2[c:10]([NH2:12])[n:11]1.[n:23]1[c:24]([CH2:29][Cl:30])[cH:25][cH:26][cH:27][cH:28]1>>[NH2:1][c:2]1[n:3][c:4]2[cH:5][cH:6][c:7](-[c:14]3[c:15]([O:21][CH2:29][c:24]4[n:23][cH:28][cH:27][cH:26][cH:25]4)[cH:16][cH:17][c:18]([Cl:20])[cH:19]3)[c:8]([Cl:13])[c:9]2[c:10]([NH2:12])[n:11]1. The reactants are ( 1 ), CC(C(=O)N[C@H](C(=O)O)CC=C)CCCC ((2S)-2-(2-methylhexanamido)pent-4-enoic acid), ( 3 ), C(C)(C)(C)OC(=O)N[C@H](C(=O)O)CCC=C ((S)-2-(tert-Butoxycarbonyl-amino)hex-5-enoic acid). Yields the product C(C)(C)(C)OC(=O)N([C@H](C(=O)O)CCC=C)C ((S)-2-(tert-butoxycarbonyl(methyl)amino)hex-5-enoic acid). Isolated yield 98.0%. As a reaction SMILES: [C:1]([O:5][C:6]([NH:8][C@@H:9]([CH2:13][CH2:14][CH:15]=[CH2:16])[C:10]([OH:12])=[O:11])=[O:7])([CH3:4])([CH3:3])[CH3:2].[CH3:17]C(CCCC)C(N[C@@H](CC=C)C(O)=O)=O>>[C:1]([O:5][C:6]([N:8]([CH3:17])[C@@H:9]([CH2:13][CH2:14][CH:15]=[CH2:16])[C:10]([OH:12])=[O:11])=[O:7])([CH3:4])([CH3:3])[CH3:2]. Procedure details: Step K (1): Same procedure as Step D (3). (S)-2-(tert-Butoxycarbonyl-amino)hex-5-enoic acid (was used in place of (2S)-2-(2-methylhexanamido)pent-4-enoic acid. The procedure provided 2.06 g (98% yield) of (S)-2-(tert-butoxycarbonyl(methyl)amino)hex-5-enoic acid. LRMS (M−H)−=242.1; 1H NMR (500 MHz, CDCl3) δ ppm 1.45 (d, J=15.26 Hz, 9H) 1.86 (s, 1H) 1.99-2.19 (m, 3H) 2.82 (d, J=18.01 Hz, 3H) 4.36-4.72 (m, 1H) 4.96-5.12 (m, 2H) 5.71-5.87 (m, 1H). The reactants are NC=1C=CC(=C(C1)[C@]1(N=C(O[C@@H](C1)C(F)(F)F)N)CF)F ((4S,6S)-4-(5-amino-2-fluorophenyl)-4-(fluoromethyl)-6-(trifluoromethyl)-5,6-dihydro-4H-1,3-oxazin-2-amine), C(C)(C)N(C(C)C)CC (N,N-diisopropylethylamine), C(#N)C=1C=CC(=NC1)C(=O)O (5-cyanopicolinic acid), CCCP1(=O)OP(=O)(OP(=O)(O1)CCC)CCC (1-propanephosphonic acid cyclic anhydride). Solvent: O (water), C(Cl)Cl (DCM), C(Cl)Cl (DCM). Reaction conditions: time 15 minute. Product: NC=1O[C@@H](C[C@@](N1)(CF)C=1C=C(C=CC1F)NC(C1=NC=C(C=C1)C#N)=O)C(F)(F)F (N-(3-((4S,6S)-2-amino-4-(fluoromethyl)-6-(trifluoromethyl)-5,6-dihydro-4H-1,3-oxazin-4-yl)-4-fluorophenyl)-5-cyanopicolinamide). The yield is 42.0%. As a reaction SMILES: [NH2:1][C:2]1[CH:3]=[CH:4][C:5]([F:21])=[C:6]([C@:8]2([CH2:19][F:20])[CH2:13][C@@H:12]([C:14]([F:17])([F:16])[F:15])[O:11][C:10]([NH2:18])=[N:9]2)[CH:7]=1.C(N(CC)C(C)C)(C)C.[C:31]([C:33]1[CH:34]=[CH:35][C:36]([C:39](O)=[O:40])=[N:37][CH:38]=1)#[N:32].CCCP1(OP(CCC)(=O)OP(CCC)(=O)O1)=O>C(Cl)Cl.O>[NH2:18][C:10]1[O:11][C@H:12]([C:14]([F:17])([F:15])[F:16])[CH2:13][C@:8]([C:6]2[CH:7]=[C:2]([NH:1][C:39](=[O:40])[C:36]3[CH:35]=[CH:34][C:33]([C:31]#[N:32])=[CH:38][N:37]=3)[CH:3]=[CH:4][C:5]=2[F:21])([CH2:19][F:20])[N:9]=1. Procedure details: To a solution of (4S,6S)-4-(5-amino-2-fluorophenyl)-4-(fluoromethyl)-6-(trifluoromethyl)-5,6-dihydro-4H-1,3-oxazin-2-amine (2a, 0.125 g, 0.404 mmol) in DCM (3 mL) was added N,N-diisopropylethylamine (0.074 mL, 0.424 mmol, Aldrich), 5-cyanopicolinic acid (0.060 g, 0.404 mmol, Aldrich) and 1-propanephosphonic acid cyclic anhydride (50% solution in ethyl acetate; 0.238 mL, 0.404 mmol, Alfa Aesar). The reaction was stirred at ambient temperature for 15 minutes. The reaction was diluted with water an... As a reaction SMILES: [CH3:1][N:2]([c:3]1[cH:4][cH:5][c:6]([N+:12](=[O:13])[O-:14])[c:7]([C:8](=[O:9])[OH:10])[cH:11]1)[CH3:15].[CH3:37][N:38]([CH3:39])[c:40]1[cH:41][cH:42][n:43][cH:44][cH:45]1.[Cl:46][CH2:47][Cl:48].[NH2:16][CH2:17][CH:18]1[CH2:19][CH2:20][N:21]([CH:24]([c:25]2[cH:26][cH:27][cH:28][cH:29][cH:30]2)[c:31]2[cH:32][cH:33][cH:34][cH:35][cH:36]2)[CH2:22][CH2:23]1>>[CH3:1][N:2]([c:3]1[cH:4][cH:5][c:6]([N+:12](=[O:13])[O-:14])[c:7]([C:8](=[O:10])[NH:16][CH2:17][CH:18]2[CH2:19][CH2:20][N:21]([CH:24]([c:25]3[cH:26][cH:27][cH:28][cH:29][cH:30]3)[c:31]3[cH:32][cH:33][cH:34][cH:35][cH:36]3)[CH2:22][CH2:23]2)[cH:11]1)[CH3:15]. Reactants: CN(C)c1ccc([N+](=O)[O-])c(C(=O)O)c1, CN(C)c1ccncc1, ClCCl, NCC1CCN(C(c2ccccc2)c2ccccc2)CC1. Product: CN(C)c1ccc([N+](=O)[O-])c(C(=O)NCC2CCN(C(c3ccccc3)c3ccccc3)CC2)c1. The reactants are ClCCON=C(C(=O)OCC)C(CCl)=O (Ethyl 2-(2-chloroethoxyimino)-3-oxo-4-chlorobutyrate), NC(=S)N (thiourea), O.O.O.C(C)(=O)[O-].[Na+] (sodium acetate trihydrate), C(C)O (ethanol). The solvent is O (water). Yields the product NC=1SC=C(N1)C(C(=O)OCC)=NOCCCl (ethyl 2-(2-aminothiazol-4-yl)-2-(2-chloroethoxyimino)acetate). The yield is 45.7%. Reaction SMILES: [Cl:1][CH2:2][CH2:3][O:4][N:5]=[C:6]([C:12](=O)[CH2:13]Cl)[C:7]([O:9][CH2:10][CH3:11])=[O:8].[NH2:16][C:17]([NH2:19])=[S:18].O.O.O.C([O-])(=O)C.[Na+].C(O)C>O>[NH2:19][C:17]1[S:18][CH:13]=[C:12]([C:6](=[N:5][O:4][CH2:3][CH2:2][Cl:1])[C:7]([O:9][CH2:10][CH3:11])=[O:8])[N:16]=1 |f:2.3.4.5.6|. Reported procedure: Ethyl 2-(2-chloroethoxyimino)-3-oxo-4-chlorobutyrate (syn isomer, 68 g.), thiourea (20.2 g.), sodium acetate trihydrate (36.2 g.), ethanol (270 ml.) and water (170 ml.) were treated in a similar manner to that of Example F-(3) to give ethyl 2-(2-aminothiazol-4-yl)-2-(2-chloroethoxyimino)acetate (syn isomer, 33.7 g.), mp 126° to 128° C.